This data is from the Open Reaction Database (ORD), a public repository of structured organic reaction records. The task is: describe an organic reaction: reactants, conditions, products, and yield Starting materials: Cc1ncc(Br)cc1O, CCOC(=O)C(C)N, CCOc1ocnc1C, C=CC#N, CCOC=O, O=N[O-], [Na+], O=S(=O)(O)O. The product is Cc1ncc(C#N)cc1O. Reaction SMILES: [Br:1][c:2]1[cH:3][c:4]([OH:9])[c:5]([CH3:8])[n:6][cH:7]1.[CH2:14]([O:15][C:16](=[O:17])[CH:18]([NH2:19])[CH3:20])[CH3:21].[CH2:27]([O:28][c:29]1[o:30][cH:31][n:32][c:33]1[CH3:34])[CH3:35].[CH2:36]=[CH:37][C:38]#[N:39].[CH:22]([O:23][CH2:24][CH3:25])=[O:26].[N:10]([O-:11])=[O:12].[Na+:13].[S:40](=[O:41])(=[O:42])([OH:43])[OH:44]>>[c:2]1([C:18]#[N:19])[cH:3][c:4]([OH:9])[c:5]([CH3:8])[n:6][cH:7]1. Starting materials: BrC1=CC=C(C=C1)S (4-bromobenzenethiol), C([O-])([O-])=O.[K+].[K+] (potassium carbonate), O (Water), BrC(CC)C (3-bromobutane). Solvent: CN(C)C=O (DMF). Conditions: time 15 minute. The product is BrC1=CC=C(C=C1)SC(CC)C (1-Bromo-4-(1-methylpropylthio)benzene). RXN SMILES: [Br:1][C:2]1[CH:7]=[CH:6][C:5]([SH:8])=[CH:4][CH:3]=1.C(=O)([O-])[O-].[K+].[K+].Br[CH:16]([CH3:19])[CH2:17][CH3:18].O>CN(C=O)C>[Br:1][C:2]1[CH:7]=[CH:6][C:5]([S:8][CH:16]([CH3:19])[CH2:17][CH3:18])=[CH:4][CH:3]=1 |f:1.2.3|. Procedure details: 1-Bromo-4-(1-methylpropylthio)benzene is prepared by the following procedure. To a solution of 4-bromobenzenethiol (4.73 g, 5.0 mmol) in 25 ml of DMF at 70° under N2 is added potassium carbonate (4.15 g, 30.0 mmol). The mixture is allowed to stir for 15 min., after which 3-bromobutane (4.8 ml, 44.0 mmol) is added dropwise. The mixture is stirred at 70° for ca. 5 hours. Water is added to the cooled solution and the aqueous phase is extracted with ether (3×). The combined organic layers are washed... Starting materials: C(C)(C)(C)OC(=O)C1=NC=C(C=C1C)C#N (5-cyano-3-methyl-pyridine-2-carboxylic acid tert-butyl ester), COC1=CC(=CC=C1)OC (1,3-dimethoxybenzene), C(=O)(C(F)(F)F)O (TFA). Solvent: C1(=CC=CC=C1)C (toluene). Run at time 6.5 hour. Yields the product C(#N)C=1C=C(C(=NC1)C(=O)O)C (5-cyano-3-methyl-pyridine-2-carboxylic acid). As a reaction SMILES: C([O:5][C:6]([C:8]1[C:13]([CH3:14])=[CH:12][C:11]([C:15]#[N:16])=[CH:10][N:9]=1)=[O:7])(C)(C)C.COC1C=CC=C(OC)C=1.C(O)(C(F)(F)F)=O>C1(C)C=CC=CC=1>[C:15]([C:11]1[CH:12]=[C:13]([CH3:14])[C:8]([C:6]([OH:7])=[O:5])=[N:9][CH:10]=1)#[N:16]. Procedure details: To a solution of 8.50 g (38.9 mmol) 5-cyano-3-methyl-pyridine-2-carboxylic acid tert-butyl ester in 51 ml (389 mmol) 1,3-dimethoxybenzene were added 85 ml TFA and stirred for 6.5 h. The reaction mixture was diluted with toluene and evaporated. The residue was taken up in toluene and evaporated (2×). The product was crystallized from TBME/hexanes to give the title compound as a white powder. HPLC: RtH1=2.314 min; ESIMS [M+Na]+=163; 1H-NMR (360 MHz, CDCl3): δ 8.77 (s, 1H), 8.07 (s, 1H), 2.87 (s, 3... Starting materials: ClC1=CC2=C(N=C(N2C)SC)C=C1Cl (5,6-Dichloro-3-methyl-2-(methylthio)benzimidazole), C1(=CC=C(C=C1)S(=O)(=O)OC)C (methyl p-toluenesulfonate), xylenes. Run in CC(=O)C (acetone), CC(=O)C (acetone). Reaction conditions: temperature 60 celsius. The product is C1(=CC=C(C=C1)S(=O)(=O)[O-])C.ClC1=CC2=C([N+](=C(N2C)SC)C)C=C1Cl (5,6-Dichloro-1,3-dimethyl-2-(methylthio)benzimidazolium p-toluenesulfonate). Reaction SMILES: [Cl:1][C:2]1[C:13]([Cl:14])=[CH:12][C:5]2[N:6]=[C:7]([S:10][CH3:11])[N:8]([CH3:9])[C:4]=2[CH:3]=1.[C:15]1([CH3:26])[CH:20]=[CH:19][C:18]([S:21]([O:24]C)(=[O:23])=[O:22])=[CH:17][CH:16]=1>CC(C)=O>[C:15]1([CH3:26])[CH:16]=[CH:17][C:18]([S:21]([O-:24])(=[O:22])=[O:23])=[CH:19][CH:20]=1.[Cl:14][C:13]1[C:2]([Cl:1])=[CH:3][C:4]2[N+:8]([CH3:9])=[C:7]([S:10][CH3:11])[N:6]([CH3:15])[C:5]=2[CH:12]=1 |f:3.4|. Reported procedure: 5,6-Dichloro-3-methyl-2-(methylthio)benzimidazole (Int-k) (5.58 g, 0.022 mol) and 4.22 g methyl p-toluenesulfonate were mixed with 10 ml xylenes and heated to 124°-136° C. for 5 hrs. Upon cooling to 60° C., acetone was added to cover and slurry. The product was collected by filtration and reslurried in acetone. Filtration and drying yielded 3.14 g, mp 152°-156° C. The product was again slurried with acetone overnight to give 2.38 g, mp 152°-155° C., which NMR indicated was contaminated with some... Reactants: O=C1C(CCCC1)C(=O)OCC (ethyl 2-oxocyclohexanecarboxylate), C(CC(C)C)N (isoamylamine). The solvent is C(C)O (ethanol). Run at temperature 25 celsius. The product is C(C)OC(=O)C1C(CCCC1)NCCC(C)C (2-(3-Methylbutylamino)-cyclohexanecarboxylic acid ethyl ester). Reaction SMILES: O=[C:2]1[CH2:7][CH2:6][CH2:5][CH2:4][CH:3]1[C:8]([O:10][CH2:11][CH3:12])=[O:9].[CH2:13]([NH2:18])[CH2:14][CH:15]([CH3:17])[CH3:16]>C(O)C>[CH2:11]([O:10][C:8]([CH:3]1[CH2:4][CH2:5][CH2:6][CH2:7][CH:2]1[NH:18][CH2:13][CH2:14][CH:15]([CH3:17])[CH3:16])=[O:9])[CH3:12]. Reported procedure: To a solution of ethyl 2-oxocyclohexanecarboxylate (3.0 mL, 17.8 mmol) in ethanol (30 mL) was added isoamylamine (2.1 mL, 17.9 mmol) at 25° C. The mixture was heated at reflux for 12 h. The reaction mixture was allowed to cool to 25° C. and concentrated in vacuo. The crude material was purified by flash column chromatography (Teledyne Isco RediSep Flash Column; 0-30% ethyl acetate in hexanes) to afford the desired product, (2-(3-methylbutylamino)-cyclohexanecarboxylic acid ethyl ester (3.23 g, 1... Starting materials: CC(=O)OI1(C=2C=CC=CC2C(=O)O1)(OC(=O)C)OC(=O)C (Dess-Martin Periodinane), C1(CC1)C1=NN=C(O1)C([C@H](CC)NC(=O)[C@H](CC(CCC)(F)F)NC(=O)N1CCOCC1)O (morpholine-4-carboxylic acid ((S)-1-{(S)-1-[(5-cyclopropyl-1,3,4-oxadiazol-2-yl)-hydroxy-methyl]-propylcarbamoyl}-3,3-difluoro-hexyl)-amide), [O-]S(=O)(=S)[O-].[Na+].[Na+] (Na2S2O3). Run in C(Cl)Cl (methylene chloride), C(=O)(O)[O-].[Na+] (NaHCO3). Conditions: time 2.5 hour. The product is C1(CC1)C1=NN=C(O1)C(=O)[C@H](CC)NC(=O)[C@H](CC(CCC)(F)F)NC(=O)N1CCOCC1 (morpholine-4-carboxylic acid {(S)-1-[(S)-1-(5-cyclopropyl-1,3,4-oxadiazole-2-carbonyl)-propylcarbamoyl]-3,3-difluoro-hexyl}-amide). Isolated yield 72.7%. As a reaction SMILES: CC(OI1(OC(C)=O)(OC(C)=O)OC(=O)C2C=CC=CC1=2)=O.[CH:23]1([C:26]2[O:30][C:29]([CH:31]([OH:55])[C@@H:32]([NH:35][C:36]([C@@H:38]([NH:46][C:47]([N:49]3[CH2:54][CH2:53][O:52][CH2:51][CH2:50]3)=[O:48])[CH2:39][C:40]([F:45])([F:44])[CH2:41][CH2:42][CH3:43])=[O:37])[CH2:33][CH3:34])=[N:28][N:27]=2)[CH2:25][CH2:24]1.[O-]S([O-])(=S)=O.[Na+].[Na+]>C(Cl)Cl.C([O-])(O)=O.[Na+]>[CH:23]1([C:26]2[O:30][C:29]([C:31]([C@@H:32]([NH:35][C:36]([C@@H:38]([NH:46][C:47]([N:49]3[CH2:54][CH2:53][O:52][CH2:51][CH2:50]3)=[O:48])[CH2:39][C:40]([F:45])([F:44])[CH2:41][CH2:42][CH3:43])=[O:37])[CH2:33][CH3:34])=[O:55])=[N:28][N:27]=2)[CH2:25][CH2:24]1 |f:2.3.4,6.7|. Procedure details: Dess-Martin Periodinane (15 wt % in DCM, 0.79 gm, 0.28 mmol) is added to a solution of morpholine-4-carboxylic acid ((S)-1-{(S)-1-[(5-cyclopropyl-1,3,4-oxadiazol-2-yl)-hydroxy-methyl]-propylcarbamoyl}-3,3-difluoro-hexyl)-amide (67 mg, 0.14 mmol) in dry methylene chloride (10 mL) and stirred at room temperature for 2.5 hours. The reaction is quenched with a solution of Na2S2O3 (110.68 mg, 0.70 mmol) in aqueous NaHCO3. The organic layer is separated and the aqueous extracted with dichloromethane. ...